Dataset: the Open Reaction Database (ORD), a public repository of structured organic reaction records. Task: describe an organic reaction: reactants, conditions, products, and yield Reactants: O=C(O)c1cc(Cl)cc(Cl)n1, CNc1ccc(F)cc1. The reagents and catalysts are CCOC(=O)C(=NO[P+](N1CCCC1)(N2CCCC2)N3CCCC3)C#N.F[P-](F)(F)(F)(F)F (PyOxim), CCN(C(C)C)C(C)C (DIPEA). Run in CN(C)C=O (DMF), CN(C)C=O (DMF), CN(C)C=O (DMF), CN(C)C=O (DMF), CN(C)C=O (DMF), CN(C)C=O (DMF). Run at temperature 25 celsius, time 2 hour. The product is CN(C(=O)c1cc(Cl)cc(Cl)n1)c1ccc(F)cc1. The yield is 79.3%. Reaction SMILES: CNc1ccc(F)cc1.O=C(O)c1cc(Cl)cc(Cl)n1.CCOC(=O)C(=NO[P+](N1CCCC1)(N2CCCC2)N3CCCC3)C#N.F[P-](F)(F)(F)(F)F.CCN(C(C)C)C(C)C.CN(C)C=O>>CN(C(=O)c1cc(Cl)cc(Cl)n1)c1ccc(F)cc1. The reactants are C1(=CC=CC=C1)CS(=O)(=O)C1=[N+](C=CC(=C1)C)[O-] (2-(phenylmethylsulfonyl)-4-methylpyridine 1-oxide), C(CCC)Br (n-butyl bromide), O (water). Reagents/catalysts: [Cl-].C(C1=CC=CC=C1)[N+](CC)(CC)CC (benzyltriethylammonium chloride). Solvent: C(Cl)Cl (CH2Cl2). The product is C1(=CC=CC=C1)C(CCCC)S(=O)(=O)C1=[N+](C=CC(=C1)C)[O-] (2-(1-phenylpentylsulfonyl)-4-methylpyridine 1-oxide). As a reaction SMILES: [C:1]1([CH2:7][S:8]([C:11]2[CH:16]=[C:15]([CH3:17])[CH:14]=[CH:13][N+:12]=2[O-:18])(=[O:10])=[O:9])[CH:6]=[CH:5][CH:4]=[CH:3][CH:2]=1.[CH2:19](Br)[CH2:20][CH2:21][CH3:22].O>[Cl-].C([N+](CC)(CC)CC)C1C=CC=CC=1.C(Cl)Cl>[C:1]1([CH:7]([S:8]([C:11]2[CH:16]=[C:15]([CH3:17])[CH:14]=[CH:13][N+:12]=2[O-:18])(=[O:10])=[O:9])[CH2:19][CH2:20][CH2:21][CH3:22])[CH:2]=[CH:3][CH:4]=[CH:5][CH:6]=1 |f:3.4|. Procedure details: To a 100 ml round bottom, 3-necked flask equipped with thermometer, stirrer, were charged 0.5 g (3.2 mmoles) 2-(phenylmethylsulfonyl)-4-methylpyridine 1-oxide, 10 ml CH2Cl2, 0.05 g benzyltriethylammonium chloride and 0.75 ml n-butyl bromide. Said mixture also contained about 5 mg (0.28 mmoles) of water. Immediately, a dark red color formed while the reaction mixture was kept at about 15° while stirring. With time, the color faded, and after 3 hours reaction time, the product (2-(1-phenylpentylsu... Reactants: CCOC(=O)C=Cc1ccc(Br)cc1, O=C([O-])[O-], NC1CCN(Cc2ccccc2)C1, CN(C)c1ccccc1-c1ccccc1P(C1CCCCC1)C1CCCCC1, [Cl-], [Cs+], [Cs+], [NH4+], CC(=O)[O-], CC(=O)[O-], C1COCCO1, [Pd+2]. The product is CCOC(=O)C=Cc1ccc(NC2CCN(Cc3ccccc3)C2)cc1. Reaction SMILES: [Br:1][c:2]1[cH:3][cH:4][c:5]([CH:8]=[CH:9][C:10](=[O:11])[O:12][CH2:13][CH3:14])[cH:6][cH:7]1.[C:43](=[O:44])([O-:45])[O-:46].[CH2:49]([c:50]1[cH:51][cH:52][cH:53][cH:54][cH:55]1)[N:56]1[CH2:57][CH:58]([NH2:61])[CH2:59][CH2:60]1.[CH:15]1([P:16]([CH:17]2[CH2:18][CH2:19][CH2:20][CH2:21][CH2:22]2)[c:23]2[cH:24][cH:25][cH:26][cH:27][c:28]2-[c:29]2[c:30]([N:31]([CH3:32])[CH3:33])[cH:34][cH:35][cH:36][cH:37]2)[CH2:38][CH2:39][CH2:40][CH2:41][CH2:42]1.[Cl-:62].[Cs+:47].[Cs+:48].[NH4+:63].[O-:71][C:72]([CH3:73])=[O:74].[O-:75][C:76]([CH3:77])=[O:78].[O:64]1[CH2:65][CH2:66][O:67][CH2:68][CH2:69]1.[Pd+2:70]>>[c:2]1([NH:61][CH:58]2[CH2:57][N:56]([CH2:49][c:50]3[cH:51][cH:52][cH:53][cH:54][cH:55]3)[CH2:60][CH2:59]2)[cH:3][cH:4][c:5]([CH:8]=[CH:9][C:10](=[O:11])[O:12][CH2:13][CH3:14])[cH:6][cH:7]1. The reactants are COc1ccccc1Sc1ccc(-c2ccnc(Cl)c2)cc1C(F)(F)F, NC(=O)C1CCNCC1, OC1CCNC1. Yields the product COc1ccccc1Sc1ccc(-c2ccnc(N3CCC(C(N)=O)CC3)c2)cc1C(F)(F)F. As a reaction SMILES: [Cl:1][c:2]1[n:3][cH:4][cH:5][c:6](-[c:8]2[cH:9][c:10]([C:23]([F:24])([F:25])[F:26])[c:11]([S:14][c:15]3[c:16]([O:21][CH3:22])[cH:17][cH:18][cH:19][cH:20]3)[cH:12][cH:13]2)[cH:7]1.[NH:33]1[CH2:34][CH2:35][CH:36]([C:37](=[O:38])[NH2:39])[CH2:40][CH2:41]1.[OH:27][CH:28]1[CH2:29][CH2:30][NH:31][CH2:32]1>>[c:2]1([N:33]2[CH2:34][CH2:35][CH:36]([C:37](=[O:38])[NH2:39])[CH2:40][CH2:41]2)[n:3][cH:4][cH:5][c:6](-[c:8]2[cH:9][c:10]([C:23]([F:24])([F:25])[F:26])[c:11]([S:14][c:15]3[c:16]([O:21][CH3:22])[cH:17][cH:18][cH:19][cH:20]3)[cH:12][cH:13]2)[cH:7]1.